This data is from the Open Reaction Database (ORD), a public repository of structured organic reaction records. The task is: describe an organic reaction: reactants, conditions, products, and yield Yield: 99.9%. The solvent is C1CCOC1 (THF). Procedure details: To a cooled (-40° C.) solution of N-(1,1-dimethylethyl)-3-methyl-2-pyridinecarboxamide (38.4 g, 0.2 mole) in dry THF (250 mL) is added n-butyl lithium (185 mL, 0.44 mole). Then sodium bromide (1.9 g, 18 mmol.) is added and is allowed to stir for 15 minutes. 4-Fluorobenzylchloride (31.8 g. 0.22 mole) was added and the reaction is allowed to stir for 21/2 hours while warming up to -5° C. The reaction is then quenched with water and the product is extracted twice with ethyl acetate followed by wash... RXN SMILES: [CH3:1][C:2]([NH:5][C:6]([C:8]1[C:13]([CH3:14])=[CH:12][CH:11]=[CH:10][N:9]=1)=[O:7])([CH3:4])[CH3:3].C([Li])CCC.[F:20][C:21]1[CH:28]=[CH:27][C:24]([CH2:25]Cl)=[CH:23][CH:22]=1>C1COCC1.[Br-].[Na+]>[CH3:4][C:2]([NH:5][C:6]([C:8]1[C:13]([CH2:14][CH2:25][C:24]2[CH:27]=[CH:28][C:21]([F:20])=[CH:22][CH:23]=2)=[CH:12][CH:11]=[CH:10][N:9]=1)=[O:7])([CH3:1])[CH3:3] |f:4.5|. Reagents/catalysts: [Br-].[Na+] (sodium bromide). Reaction conditions: temperature -5 celsius, time 15 minute. Product: CC(C)(C)NC(=O)C1=NC=CC=C1CCC1=CC=C(C=C1)F (N-(1,1-dimethylethyl)-3-[2-(4-fluorophenyl)ethyl]-2-pyridine carboxamide). Starting materials: C(CCC)[Li] (n-butyl lithium), CC(C)(C)NC(=O)C1=NC=CC=C1C (N-(1,1-dimethylethyl)-3-methyl-2-pyridinecarboxamide), FC1=CC=C(CCl)C=C1 (4-Fluorobenzylchloride). Starting materials: Cc1oc(-c2ccccc2)nc1CCOc1ccc(CBr)cc1, O=C([O-])[O-], COC(=O)c1ccc(OC)cc1O, [K+], [K+], CN(C)C=O. The product is COC(=O)c1ccc(OC)cc1OCc1ccc(OCCc2nc(-c3ccccc3)oc2C)cc1. RXN SMILES: [Br:14][CH2:15][c:16]1[cH:17][cH:18][c:19]([O:20][CH2:21][CH2:22][c:23]2[n:24][c:25](-[c:29]3[cH:30][cH:31][cH:32][cH:33][cH:34]3)[o:26][c:27]2[CH3:28])[cH:35][cH:36]1.[C:37](=[O:38])([O-:39])[O-:40].[CH3:1][O:2][c:3]1[cH:4][c:5]([OH:13])[c:6]([C:7](=[O:8])[O:9][CH3:10])[cH:11][cH:12]1.[K+:41].[K+:42].[O:43]=[CH:44][N:45]([CH3:46])[CH3:47]>>[CH3:1][O:2][c:3]1[cH:4][c:5]([O:13][CH2:15][c:16]2[cH:17][cH:18][c:19]([O:20][CH2:21][CH2:22][c:23]3[n:24][c:25](-[c:29]4[cH:30][cH:31][cH:32][cH:33][cH:34]4)[o:26][c:27]3[CH3:28])[cH:35][cH:36]2)[c:6]([C:7](=[O:8])[O:9][CH3:10])[cH:11][cH:12]1. The product is CCN(CC)CCC(=O)CCCc1ccc(OC)c(OC)c1. Starting materials: CCN(CC)CC#CCCCc1ccc(OC)c(OC)c1, [Na+], O=S(=O)([O-])[O-], [OH-], O, O=S(=O)(O)O. RXN SMILES: [CH2:6]([CH3:7])[N:8]([CH2:9][C:10]#[C:11][CH2:12][CH2:13][CH2:14][c:15]1[cH:16][c:17]([O:23][CH3:24])[c:18]([O:21][CH3:22])[cH:19][cH:20]1)[CH2:25][CH3:26].[Na+:28].[O-:1][S:2](=[O:3])(=[O:4])[O-:5].[OH-:27].[OH2:34].[S:29](=[O:30])(=[O:31])([OH:32])[OH:33]>>[CH2:6]([CH3:7])[N:8]([CH2:9][CH2:10][C:11]([CH2:12][CH2:13][CH2:14][c:15]1[cH:16][c:17]([O:23][CH3:24])[c:18]([O:21][CH3:22])[cH:19][cH:20]1)=[O:27])[CH2:25][CH3:26]. Starting materials: N1C=CC2=CC(=CC=C12)NC1=NC=NC2=CC=C(C=C12)I ((1H-indol-5-yl)-(6-iodo-quinazolin-4-yl)-amine), C(C)NCC (diethyl amine), CN(C=O)C (dimethylformamide). Yields the product C(C1=CC=CC=C1)N(CC#CC=1C=C2C(=NC=NC2=CC1)NC=1C=C2C=CNC2=CC1)C ({6-[3-(Benzyl-methyl-amino)-prop-1-ynyl]-quinazolin-4-yl}-(1H-indol-5-yl)-amine). Reaction SMILES: [NH:1]1[C:9]2[C:4](=[CH:5][C:6]([NH:10][C:11]3[C:20]4[C:15](=[CH:16][CH:17]=[C:18](I)[CH:19]=4)[N:14]=[CH:13][N:12]=3)=[CH:7][CH:8]=2)[CH:3]=[CH:2]1.C(N[CH2:25][CH3:26])C.[CH3:27][N:28]([CH3:31])[CH:29]=O>>[CH2:27]([N:28]([CH3:31])[CH2:29][C:25]#[C:26][C:18]1[CH:19]=[C:20]2[C:15](=[CH:16][CH:17]=1)[N:14]=[CH:13][N:12]=[C:11]2[NH:10][C:6]1[CH:5]=[C:4]2[C:9](=[CH:8][CH:7]=1)[NH:1][CH:2]=[CH:3]2)[C:4]1[CH:9]=[CH:8][CH:7]=[CH:6][CH:5]=1. Procedure: The title compound was synthesized according to the method of Example 2 using (1H-indol-5-yl)-(6-iodo-quinazolin-4-yl)-amine (200 mg, 0.517 mmol), N-Methyl-n-proparglylbenzylamine (246 mg, 1.596 mmol) and diethyl amine (189 gm, 2.59 mmol) in 2 mL, of dimethylformamide (DMF). Starting materials: C(CCC)[Li] (butyllithium), COC(=O)CP(=O)(OC)OC (trimethyl phosphonoacetate), C(CC=C)[C@@H]1CC[C@H](CC1)C1=CC=C(C=C1)C1=CC=C(C=C1)C=O (trans-4'-[4-(3-butenyl)cyclohexyl]biphenyl-4-carboxaldehyde). Run in O1CCCC1 (tetrahydrofuran), O1CCCC1 (tetrahydrofuran). Run at temperature 0 celsius, time 1.5 hour. The product is C(CC=C)[C@@H]1CC[C@H](CC1)C1=CC=C(C=C1)C1=CC=C(C=C1)/C=C/C(=O)OC (methyl trans-(E)-3-{4'-[4-(3-butenyl)cyclohexyl]biphenyl-4-yl}acrylate). As a reaction SMILES: C([Li])CCC.[CH3:6][O:7][C:8]([CH2:10]P(OC)(OC)=O)=[O:9].[CH2:17]([C@H:21]1[CH2:26][CH2:25][C@H:24]([C:27]2[CH:32]=[CH:31][C:30]([C:33]3[CH:38]=[CH:37][C:36]([CH:39]=O)=[CH:35][CH:34]=3)=[CH:29][CH:28]=2)[CH2:23][CH2:22]1)[CH2:18][CH:19]=[CH2:20]>O1CCCC1>[CH2:17]([C@H:21]1[CH2:22][CH2:23][C@H:24]([C:27]2[CH:32]=[CH:31][C:30]([C:33]3[CH:38]=[CH:37][C:36](/[CH:39]=[CH:10]/[C:8]([O:7][CH3:6])=[O:9])=[CH:35][CH:34]=3)=[CH:29][CH:28]=2)[CH2:25][CH2:26]1)[CH2:18][CH:19]=[CH2:20]. Procedure: 27.6 ml of a 1.6N butyllithium solution were added dropwise at 0° C. within 10 minutes to a solution of 6.4 ml of trimethyl phosphonoacetate in 50 ml of dry tetrahydrofuran. The mixture was stirred at 0° C. for 1.5 hours and thereafter a solution of 11.5 g of crude trans-4'-[4-(3-butenyl)cyclohexyl]biphenyl-4-carboxaldehyde in 50 ml of dry tetrahydrofuran was added dropwise within 5 minutes at the same temperature. Subsequently, the mixture was warmed slowly to room temperature and left to react... The reactants are COC1=CC=C(C(=O)C2=CC=C(C=C2)OC)C=C1 (4,4'-dimethoxybenzophenone), C(C)(C)NC(C)C (diisopropylamine), ClP(OCC)(OCC)=O (diethyl chlorophosphonate). The solvent is CCCCCC (hexane), C(C)(C)(C)N=CC (acetaldehyde N-tertbutylimine), O1CCCC1 (tetrahydrofurane). Reaction conditions: time 68 hour. Product: COC1=CC=C(C=C1)C(=CC=O)C1=CC=C(C=C1)OC (3,3-bis(4-Methoxyphenyl)-2-propenal). Reaction SMILES: [CH3:1][O:2][C:3]1[CH:18]=[CH:17][C:6]([C:7]([C:9]2[CH:14]=[CH:13][C:12]([O:15][CH3:16])=[CH:11][CH:10]=2)=O)=[CH:5][CH:4]=1.C(NC(C)C)(C)C.ClP(=O)(OCC)[O:28][CH2:29][CH3:30]>CCCCCC.C(N=CC)(C)(C)C.O1CCCC1>[CH3:1][O:2][C:3]1[CH:18]=[CH:17][C:6]([C:7]([C:9]2[CH:14]=[CH:13][C:12]([O:15][CH3:16])=[CH:11][CH:10]=2)=[CH:30][CH:29]=[O:28])=[CH:5][CH:4]=1. Procedure: The compound was prepared according to the procedure described in Example 84 except that the reaction time was extended to 68 hours. The following reagents were used: 4,4'-dimethoxybenzophenone (24.2 g), diisopropylamine (32.2 mL) 1.55M n-butyl lithium in hexane (148 mL), acetaldehyde N-tertbutylimine (14.75 mL), diethyl chlorophosphonate (16.6 mL) and tetrahydrofurane (200 mL). The usual work up furnished 25.6 g of an orange oil which was crystallized from ether-hexane to give 22.7 g of 3,3-bis...